This data is from the Open Reaction Database (ORD), a public repository of structured organic reaction records. The task is: describe an organic reaction: reactants, conditions, products, and yield Starting materials: C(C(C)(C)C)[Li] (neopentyllithium), C[N-]C.C[N-]C.C[N-]C.C[N-]C.[Zr+4] (zirconium tetrakis(dimethylamide)). Run in CCCCCC (hexane), CCCCCC (hexane), CCCCC (pentane). Run at time 2 day. Yields the product C[N-]C.C[N-]C.C[N-]C.C(C(C)(C)C)[Zr+3] (Neopentylzirconium tris(dimethylamide)). Reaction SMILES: [CH2:1]([Li])[C:2]([CH3:5])([CH3:4])[CH3:3].[CH3:7][N-:8][CH3:9].[CH3:10][N-:11][CH3:12].[CH3:13][N-:14][CH3:15].C[N-]C.[Zr+4:19]>CCCCCC.CCCCC>[CH3:7][N-:8][CH3:9].[CH3:10][N-:11][CH3:12].[CH3:13][N-:14][CH3:15].[CH2:1]([Zr+3:19])[C:2]([CH3:5])([CH3:4])[CH3:3] |f:1.2.3.4.5,8.9.10.11|. Reported procedure: A solution of 0.50 g of neopentyllithium in hexane was added to a hot solution of zirconium tetrakis(dimethylamide) in hot hexane with stirring. Lithium dimethylamide precipitated immediately. The total amount of hexane in the reaction mixture was about 50-100 ml. The mixture was cooled and filtered, and the filtrate was evaporated to give a sticky solid. The latter was dissolved in pentane, and the solution was kept at -40° C. for 2 days. During this time yellow crystals of neopentylzirconium t... Starting materials: BrC1=CC=C2C=CC(=NC2=C1)C=CC=1C=C(OCCCC(=O)OCC)C=CC1 (ethyl 4-(3-(2-(7-bromoquinolin-2-yl)ethenyl)phenoxy)butyrate), [OH-].[Na+] (NaOH). Solvent: C(C)O (ethanol), O1CCCC1 (tetrahydrofuran). Reaction conditions: time 8 hour. The product is [Na+].BrC1=CC=C2C=CC(=NC2=C1)C=CC=1C=C(OCCCC(=O)[O-])C=CC1 (4-(3-(2-(7-Bromoquinolin-2-yl)ethenyl)phenoxy)butyric acid sodium salt). Reaction SMILES: [Br:1][C:2]1[CH:11]=[C:10]2[C:5]([CH:6]=[CH:7][C:8]([CH:12]=[CH:13][C:14]3[CH:15]=[C:16]([CH:26]=[CH:27][CH:28]=3)[O:17][CH2:18][CH2:19][CH2:20][C:21]([O:23]CC)=[O:22])=[N:9]2)=[CH:4][CH:3]=1.[OH-].[Na+:30]>C(O)C.O1CCCC1>[Na+:30].[Br:1][C:2]1[CH:11]=[C:10]2[C:5]([CH:6]=[CH:7][C:8]([CH:12]=[CH:13][C:14]3[CH:15]=[C:16]([CH:26]=[CH:27][CH:28]=3)[O:17][CH2:18][CH2:19][CH2:20][C:21]([O-:23])=[O:22])=[N:9]2)=[CH:4][CH:3]=1 |f:1.2,5.6|. Procedure details: To a solution of the ester of Example 5, Step 2, (15 g) in ethanol (200 ml) and tetrahydrofuran (200 ml) was added 2N NaOH (35 ml). The reaction was stirred at room temperature overnight and the product filtered The solid was stirred for 2 hours at room temperature in ethanol (100 ml) and filtered to give the title compound. Starting materials: NC1(CC=C(CC1)F)C(=O)OC (Methyl 1-amino-4-fluoro-3-cyclohexenecarboxylate), [H][H] (hydrogen). The reagents and catalysts are [C].[Pd] (palladium-carbon). The solvent is CO (methanol), C(C)(=O)OCC (ethyl acetate). Yields the product NC1(CCC(CC1)F)C(=O)OC (methyl 1-amino-4-fluoro-cyclohexanecarboxylate). As a reaction SMILES: [NH2:1][C:2]1([C:9]([O:11][CH3:12])=[O:10])[CH2:7][CH2:6][C:5]([F:8])=[CH:4][CH2:3]1.[H][H]>CO.C(OCC)(=O)C.[C].[Pd]>[NH2:1][C:2]1([C:9]([O:11][CH3:12])=[O:10])[CH2:7][CH2:6][CH:5]([F:8])[CH2:4][CH2:3]1 |f:4.5|. Reported procedure: Methyl 1-amino-4-fluoro-3-cyclohexenecarboxylate (52 mg) was dissolved in the mixed solvents of methanol (2 mL) and ethyl acetate (2 mL), and 10% palladium-carbon (35 mg) was added and hydrogen gas was introduced for 14 hours. The insoluble matter was filtered and the solvent was removed by distillation under reduced pressure, and a mixture of the desired matter (BB09, 38 mg) was obtained. The reactants are C(C)(C)(C)OC(NC1(CCC1)C1=CC=C(C=C1)C1=C(OC2=CC=C(C=C2C1=O)F)C1=CC=CC=C1)=O ({1-[4-(6-fluoro-4-oxo-2-phenyl-4H-chromen-3-yl)-phenyl]-cyclobutyl}-carbamic acid tert-butyl ester), IC1=C(OC2=CC(=C(C=C2C1=O)OC)OC)C1=CC=CC=C1 (3-iodo-6,7-dimethoxy-2-phenyl-chromen-4-one). Procedure details: Following the procedure used to prepare {1-[4-(6-fluoro-4-oxo-2-phenyl-4H-chromen-3-yl)-phenyl]-cyclobutyl}-carbamic acid tert-butyl ester, 3-iodo-6,7-dimethoxy-2-phenyl-chromen-4-one was reacted to give the title compound as a white solid (68 mg, 86%). LCMS (Method B): RT=4.81 min, [M+H]+=528. The product is C(C)(C)(C)OC(NC1(CCC1)C1=CC=C(C=C1)C1=C(OC2=CC(=C(C=C2C1=O)OC)OC)C1=CC=CC=C1)=O ({1-[4-(6,7-Dimethoxy-4-oxo-2-phenyl-4H-chromen-3-yl)-phenyl]-cyclobutyl}-carbamic acid tert-butyl ester). Yield: 86.0%. Reaction SMILES: [C:1]([O:5][C:6](=[O:36])[NH:7][C:8]1([C:12]2[CH:17]=[CH:16][C:15](C3C(=O)C4C(=CC=C(F)C=4)OC=3C3C=CC=CC=3)=[CH:14][CH:13]=2)[CH2:11][CH2:10][CH2:9]1)([CH3:4])([CH3:3])[CH3:2].I[C:38]1[C:47](=[O:48])[C:46]2[C:41](=[CH:42][C:43]([O:51][CH3:52])=[C:44]([O:49][CH3:50])[CH:45]=2)[O:40][C:39]=1[C:53]1[CH:58]=[CH:57][CH:56]=[CH:55][CH:54]=1>>[C:1]([O:5][C:6](=[O:36])[NH:7][C:8]1([C:12]2[CH:13]=[CH:14][C:15]([C:38]3[C:47](=[O:48])[C:46]4[C:41](=[CH:42][C:43]([O:51][CH3:52])=[C:44]([O:49][CH3:50])[CH:45]=4)[O:40][C:39]=3[C:53]3[CH:58]=[CH:57][CH:56]=[CH:55][CH:54]=3)=[CH:16][CH:17]=2)[CH2:9][CH2:10][CH2:11]1)([CH3:4])([CH3:2])[CH3:3]. Reaction SMILES: [CH3:19][N:20]([CH3:21])[c:22]1[cH:23][cH:24][n:25][cH:26][cH:27]1.[CH3:1][C:2]([Cl:3])=[O:4].[N+:5](=[O:6])([O-:7])[c:8]1[cH:9][c:10]2[c:11]([cH:17][cH:18]1)[NH:12][CH2:13][CH2:14][CH2:15][O:16]2.[cH:28]1[cH:29][cH:30][n:31][cH:32][cH:33]1>>[CH3:1][C:2](=[O:4])[N:12]1[c:11]2[c:10]([cH:9][c:8]([N+:5](=[O:6])[O-:7])[cH:18][cH:17]2)[O:16][CH2:15][CH2:14][CH2:13]1. Starting materials: CN(C)c1ccncc1, CC(=O)Cl, O=[N+]([O-])c1ccc2c(c1)OCCCN2, c1ccncc1. The product is CC(=O)N1CCCOc2cc([N+](=O)[O-])ccc21. Reactants: Cc1cc(Br)cc(C)c1Oc1cc(Nc2ccc(C#N)cc2)c(N)cc1[N+](=O)[O-], Cc1cc(C#N)cc(C)c1Oc1cc(Nc2ccc(C#N)cc2)c([N+](=O)[O-])cc1[N+](=O)[O-]. The product is Cc1cc(C#N)cc(C)c1Oc1cc(Nc2ccc(C#N)cc2)c(N)cc1[N+](=O)[O-]. RXN SMILES: [Br:1][c:2]1[cH:3][c:4]([CH3:5])[c:6]([O:7][c:8]2[cH:9][c:10]([NH:11][c:12]3[cH:13][cH:14][c:15]([C:16]#[N:17])[cH:18][cH:19]3)[c:20]([NH2:21])[cH:22][c:23]2[N+:24]([O-:25])=[O:26])[c:27]([CH3:28])[cH:29]1.[C:30](#[N:31])[c:32]1[cH:33][cH:34][c:35]([NH:38][c:39]2[c:40]([N+:59]([O-:60])=[O:61])[cH:41][c:42]([N+:56](=[O:57])[O-:58])[c:43]([O:45][c:46]3[c:47]([CH3:55])[cH:48][c:49]([C:53]#[N:54])[cH:50][c:51]3[CH3:52])[cH:44]2)[cH:36][cH:37]1>>[C:30](#[N:31])[c:32]1[cH:33][cH:34][c:35]([NH:38][c:39]2[c:40]([NH2:59])[cH:41][c:42]([N+:56](=[O:57])[O-:58])[c:43]([O:45][c:46]3[c:47]([CH3:55])[cH:48][c:49]([C:53]#[N:54])[cH:50][c:51]3[CH3:52])[cH:44]2)[cH:36][cH:37]1. Reactants: resultant residue, C(CCCC=C)C1=CC=C(C=C1)Cl (4-(5-hexenyl)-1-chlorobenzene), solution, C[SiH](C)C (trimethylsilane). The reagents and catalysts are C1(C=CC=C1)[Pt](C1C=CC=C1)(Cl)Cl (dicyclopentadienylplatinum dichloride). Run in C1(=CC=CC=C1)C (toluene), ClCCl (dichloromethane). The product is C[Si](C(CCCCC)C1=CC=C(C=C1)Cl)(C)C (4-(1-trimethylsilylhexyl)-1-chlorobenzene). The yield is 79.8%. As a reaction SMILES: [CH2:1]([C:7]1[CH:12]=[CH:11][C:10]([Cl:13])=[CH:9][CH:8]=1)[CH2:2][CH2:3][CH2:4][CH:5]=[CH2:6].[CH3:14][SiH:15]([CH3:17])[CH3:16]>C1(C)C=CC=CC=1.ClCCl.C1([Pt](Cl)(Cl)C2C=CC=C2)C=CC=C1>[CH3:14][Si:15]([CH3:17])([CH3:16])[CH:1]([C:7]1[CH:8]=[CH:9][C:10]([Cl:13])=[CH:11][CH:12]=1)[CH2:2][CH2:3][CH2:4][CH2:5][CH3:6]. Procedure: About 15.9 g (0.082 Mol) of 4-(5-hexenyl)-1-chlorobenzene were dissolved in 10 ml of toluene, 0.8 ml of a 1 percent solution of dicyclopentadienylplatinum dichloride in dichloromethane (corresponding to 100 ppm of Pt) were added, and the mixture was introduced into a 100 ml bench autoclave. About 10 g (0.147 Mol) of trimethylsilane in the condensed state were added, the autoclave was sealed, and 5 MPa of nitrogen were injected. The mixture was warmed at 70° to 80° C. for 90 minutes (8 MPa, inter...